From a dataset of the Open Reaction Database (ORD), a public repository of structured organic reaction records. describe an organic reaction: reactants, conditions, products, and yield Reactants: Cl.C(C)N=C=NCCCN(C)C (1-ethyl-3-(3-dimethylaminopropyl)carbodiimide hydrochloride), CN1CCOCC1 (N-methylmorpholine), FC=1C=C(N)C=CC1 (3-fluoroaniline), Cl.ClCCCOC1=CC=C2C(=NC=NC2=C1)NC1=NNC(=C1)CC(=O)O ((3-{[7-(3-chloropropoxy)quinazolin-4-yl]amino}-1H-pyrazol-5-yl)acetic acid.hydrochloride). Reagents/catalysts: CN(C1=CC=NC=C1)C (4-Dimethylaminopyridine). Run in O (water), O (water), C(C)#N (acetonitrile), CN(C(C)=O)C (N,N-dimethylacetamide). The product is ClCCCOC1=CC=C2C(=NC=NC2=C1)NC1=NNC(=C1)CC(=O)NC1=CC(=CC=C1)F (2-(3-{[7-(3-chloropropoxy)quinazolin-4-yl]amino}-1H-pyrazol-5-yl)-N-(3-fluorophenyl)acetamide). As a reaction SMILES: CN1CCOCC1.[F:8][C:9]1[CH:10]=[C:11]([CH:13]=[CH:14][CH:15]=1)[NH2:12].Cl.[Cl:17][CH2:18][CH2:19][CH2:20][O:21][C:22]1[CH:31]=[C:30]2[C:25]([C:26]([NH:32][C:33]3[CH:37]=[C:36]([CH2:38][C:39](O)=[O:40])[NH:35][N:34]=3)=[N:27][CH:28]=[N:29]2)=[CH:24][CH:23]=1.Cl.C(N=C=NCCCN(C)C)C>CN(C)C1C=CN=CC=1.CN(C)C(=O)C.O.C(#N)C>[Cl:17][CH2:18][CH2:19][CH2:20][O:21][C:22]1[CH:31]=[C:30]2[C:25]([C:26]([NH:32][C:33]3[CH:37]=[C:36]([CH2:38][C:39]([NH:12][C:11]4[CH:13]=[CH:14][CH:15]=[C:9]([F:8])[CH:10]=4)=[O:40])[NH:35][N:34]=3)=[N:27][CH:28]=[N:29]2)=[CH:24][CH:23]=1 |f:2.3,4.5|. Procedure: 4-Dimethylaminopyridine (DMAP), N-methylmorpholine and 3-fluoroaniline (in a large excess) were added to a suspension of (3-{[7-(3-chloropropoxy)quinazolin-4-yl]amino}-1H-pyrazol-5-yl)acetic acid.hydrochloride in N,N-dimethylacetamide (DMA) and the resulting slurry was stirred at or below room temperature. A solution of 1-ethyl-3-(3-dimethylaminopropyl)carbodiimide hydrochloride (EDCI.HCl) previously dissolved in water was then added in a controlled manner over a period of 8 hour so as to mainta... Reactants: Cl.COC=1C=C2[C@]3(CC=CC[C@H]3CCC2=CC1)N ((±)-Cis-1,9,10,10a-tetrahydro-6-methoxy-4a(4H)-phenanthreneamine monohydrochloride), B(Br)(Br)Br (BBr3), solution. Run in C(Cl)Cl (CH2Cl2), C(Cl)Cl (CH2Cl2). Conditions: time 18 hour. Yields the product N[C@@]12C=3C=C(C=CC3CC[C@H]2CC=CC1)O ((±)-Cis-4b,5,8,8a,9,10-hexahydro-4b-amino-3-phenanthrenol). The yield is 55.6%. As a reaction SMILES: Cl.C[O:3][C:4]1[CH:5]=[C:6]2[C:15](=[CH:16][CH:17]=1)[CH2:14][CH2:13][C@H:12]1[C@:7]2([NH2:18])[CH2:8][CH:9]=[CH:10][CH2:11]1.B(Br)(Br)Br>C(Cl)Cl>[NH2:18][C@@:7]12[CH2:8][CH:9]=[CH:10][CH2:11][C@@H:12]1[CH2:13][CH2:14][C:15]1[CH:16]=[CH:17][C:4]([OH:3])=[CH:5][C:6]2=1 |f:0.1|. Procedure: To a solution of the product from Example 128 (0.20 g) in CH2Cl2 (10 ml) was added BBr3 (2 ml of a 1.0M solution in CH2Cl2. The reaction was stirred at room temperature for 18 hours and quenched by the addition of water. Additional CH2Cl2 (10 ml) and 1N HCl (20 ml) was added. The aqueous phase was separated, and made basic (pH=10) by the addition of NaHCO3. The aqueous phase was extracted with EtOAc (5×10 ml). The combined organic phases were dried over MgSO4, filtered and concentrated. The resi...